From a dataset of the Open Reaction Database (ORD), a public repository of structured organic reaction records. describe an organic reaction: reactants, conditions, products, and yield The reactants are C(C)OC(=O)C1(CCC1)C#N (1-Cyano-cyclobutanecarboxylic acid ethyl ester), [H][H] (hydrogen). As a reaction SMILES: [CH2:1]([O:3][C:4]([C:6]1([C:10]#[N:11])[CH2:9][CH2:8][CH2:7]1)=[O:5])[CH3:2].[H][H]>C(O)C.[Ni].O>[CH2:1]([O:3][C:4]([C:6]1([CH2:10][NH2:11])[CH2:9][CH2:8][CH2:7]1)=[O:5])[CH3:2]. The product is C(C)OC(=O)C1(CCC1)CN (1-aminomethyl-cyclobutanecarboxylic acid ethyl ester). Procedure details: 1-Cyano-cyclobutanecarboxylic acid ethyl ester (2.00 g, 13.0 mmol) was dissolved in ethanol (30 ml) and treated with Raney Nickel (1 ml as a slurry in water) and hydrogen gas at 4 bar and heating at 40° C. for 18 h. The reaction mixture was filtered through Dicalite and washed through with ethanol (50 ml). The solvent was removed under reduced pressure to give 1-aminomethyl-cyclobutanecarboxylic acid ethyl ester as a yellow oil (1.47 g, 72%). Run at temperature 40 celsius. The reagents and catalysts are [Ni] (Raney Nickel). Isolated yield 71.9%. The solvent is C(C)O (ethanol), O (water). Starting materials: CCN(C(C)C)C(C)C, COc1cccc2c1nc(C(F)F)n2-c1nc(N2CCNCC2)nc(N2CCOCC2)n1, O, O=S(=O)(Cl)c1cccnc1. Reaction SMILES: [CH:1]([N:2]([CH2:3][CH3:4])[CH:5]([CH3:6])[CH3:7])([CH3:8])[CH3:9].[F:10][CH:11]([c:12]1[n:13][c:14]2[c:15]([n:16]1-[c:17]1[n:18][c:19]([N:29]3[CH2:30][CH2:31][NH:32][CH2:33][CH2:34]3)[n:20][c:21]([N:23]3[CH2:24][CH2:25][O:26][CH2:27][CH2:28]3)[n:22]1)[cH:35][cH:36][cH:37][c:38]2[O:39][CH3:40])[F:41].[OH2:52].[n:42]1[cH:43][c:44]([S:48](=[O:49])(=[O:50])[Cl:51])[cH:45][cH:46][cH:47]1>>[F:10][CH:11]([c:12]1[n:13][c:14]2[c:15]([n:16]1-[c:17]1[n:18][c:19]([N:29]3[CH2:30][CH2:31][N:32]([S:48]([c:44]4[cH:43][n:42][cH:47][cH:46][cH:45]4)(=[O:49])=[O:50])[CH2:33][CH2:34]3)[n:20][c:21]([N:23]3[CH2:24][CH2:25][O:26][CH2:27][CH2:28]3)[n:22]1)[cH:35][cH:36][cH:37][c:38]2[O:39][CH3:40])[F:41]. The product is COc1cccc2c1nc(C(F)F)n2-c1nc(N2CCOCC2)nc(N2CCN(S(=O)(=O)c3cccnc3)CC2)n1.